Dataset: the Open Reaction Database (ORD), a public repository of structured organic reaction records. Task: describe an organic reaction: reactants, conditions, products, and yield The reactants are CCCC[N+](CCCC)(CCCC)CCCC, CC(C)C(NC(=O)OCc1ccccc1)C(=O)OCC(C)(C)C(=O)O, ClCI, C1COCCO1, [OH-]. Product: CC(C)C(NC(=O)OCc1ccccc1)C(=O)OCC(C)(C)C(=O)OCCl. RXN SMILES: [CH2:27]([N+:28]([CH2:29][CH2:30][CH2:31][CH3:32])([CH2:33][CH2:34][CH2:35][CH3:36])[CH2:37][CH2:38][CH2:39][CH3:40])[CH2:41][CH2:42][CH3:43].[CH3:1][C:2]([C:3](=[O:4])[OH:5])([CH2:6][O:7][C:8]([CH:9]([NH:10][C:11](=[O:12])[O:13][CH2:14][c:15]1[cH:16][cH:17][cH:18][cH:19][cH:20]1)[CH:21]([CH3:22])[CH3:23])=[O:24])[CH3:25].[Cl:44][CH2:45][I:46].[O:47]1[CH2:48][CH2:49][O:50][CH2:51][CH2:52]1.[OH-:26]>>[CH3:1][C:2]([C:3]([O:4][CH2:45][Cl:44])=[O:5])([CH2:6][O:7][C:8]([CH:9]([NH:10][C:11](=[O:12])[O:13][CH2:14][c:15]1[cH:16][cH:17][cH:18][cH:19][cH:20]1)[CH:21]([CH3:22])[CH3:23])=[O:24])[CH3:25]. Reactants: ClC1=C(C(=CC=C1F)Cl)C(C)OC=1C(=NC=C(C1)C=1N=NN(C1)C1CCNCC1)N (3-(1-(2,6-dichloro-3-fluorophenyl)ethoxy)-5-(1-(piperidin-4-yl)-1H-1,2,3-triazol-4-yl)-2-aminopyridine), CN(C=O)C (N,N-dimethyl formamide), C([O-])([O-])=O.[K+].[K+] (potassium carbonate), C(C1=CC=CC=C1)Br (benzyl bromide). The solvent is O (water). Run at temperature 90 celsius. Product: ClC1=C(C(=CC=C1F)Cl)C(C)OC=1C(=NC=C(C1)C=1N=NN(C1)C1CCN(CC1)CC1=CC=CC=C1)N (3-(1-(2,6-dichloro-3-fluorophenyl)ethoxy)-5-(1-(1-benzylpiperidin-4-yl)-1H-1,2,3-triazol-4-yl)-2-aminopyridine). RXN SMILES: [Cl:1][C:2]1[C:7]([F:8])=[CH:6][CH:5]=[C:4]([Cl:9])[C:3]=1[CH:10]([O:12][C:13]1[C:14]([NH2:30])=[N:15][CH:16]=[C:17]([C:19]2[N:20]=[N:21][N:22]([CH:24]3[CH2:29][CH2:28][NH:27][CH2:26][CH2:25]3)[CH:23]=2)[CH:18]=1)[CH3:11].CN(C)C=O.C(=O)([O-])[O-].[K+].[K+].[CH2:42](Br)[C:43]1[CH:48]=[CH:47][CH:46]=[CH:45][CH:44]=1>O>[Cl:1][C:2]1[C:7]([F:8])=[CH:6][CH:5]=[C:4]([Cl:9])[C:3]=1[CH:10]([O:12][C:13]1[C:14]([NH2:30])=[N:15][CH:16]=[C:17]([C:19]2[N:20]=[N:21][N:22]([CH:24]3[CH2:29][CH2:28][N:27]([CH2:42][C:43]4[CH:48]=[CH:47][CH:46]=[CH:45][CH:44]=4)[CH2:26][CH2:25]3)[CH:23]=2)[CH:18]=1)[CH3:11] |f:2.3.4|. Reported procedure: The product of the above mentioned Example 2 3-(1-(2,6-dichloro-3-fluorophenyl)ethoxy)-5-(1-(piperidin-4-yl)-1H-1,2,3-triazol-4-yl)-2-aminopyridine (451 mg, 1 mmol) was added to N,N-dimethyl formamide (10 mL), and to which were added potassium carbonate (276 mg, 2 mmol) and benzyl bromide (342 mg, 2 mmol). The reaction mixture was warmed to 90° C. for 5 h. After the reaction mixture was cooled to room temperature, to which was added water. The reaction mixture was extracted with dichloromethane,... The reactants are O=S(=O)(Cl)c1ccc(Br)cc1C(F)(F)F, C1COCCN1, ClCCl, O. The product is O=S(=O)(c1ccc(Br)cc1C(F)(F)F)N1CCOCC1. RXN SMILES: [Br:7][c:8]1[cH:9][c:10]([C:18]([F:19])([F:20])[F:21])[c:11]([S:14](=[O:15])(=[O:16])[Cl:17])[cH:12][cH:13]1.[CH2:1]1[CH2:2][O:3][CH2:4][CH2:5][NH:6]1.[Cl:23][CH2:24][Cl:25].[OH2:22]>>[CH2:1]1[CH2:2][O:3][CH2:4][CH2:5][N:6]1[S:14]([c:11]1[c:10]([C:18]([F:19])([F:20])[F:21])[cH:9][c:8]([Br:7])[cH:13][cH:12]1)(=[O:15])=[O:16]. The reagents and catalysts are CN(C1=CC=NC=C1)C (4-dimethylaminopyridine). Reactants: FC(C(C(F)(F)F)(CCC[C@@H](C)[C@H]1CC[C@H]2[C@@H]3CC=C4C[C@@H](O)C[C@@H]([C@]4(C)[C@H]3CC[C@]12C)O)O)(F)F (26,26,26,27,27,27-Hexafluoro-1α,25-dihydroxycholesterol), C(C)(=O)OC(C)=O (acetic anhydride). Run in N1=CC=CC=C1 (pyridine). Reaction SMILES: [F:1][C:2]([F:36])([F:35])[C:3]([OH:34])([CH2:8][CH2:9][CH2:10][C@H:11]([C@@H:13]1[C@:31]2([CH3:32])[C@H:16]([C@H:17]3[C@H:28]([CH2:29][CH2:30]2)[C@:26]2([CH3:27])[C:20]([CH2:21][C@H:22]([CH2:24][C@@H:25]2[OH:33])[OH:23])=[CH:19][CH2:18]3)[CH2:15][CH2:14]1)[CH3:12])[C:4]([F:7])([F:6])[F:5].[C:37]([O:40]C(=O)C)(=[O:39])[CH3:38]>CN(C)C1C=CN=CC=1.N1C=CC=CC=1>[C:37]([OH:40])(=[O:39])[CH3:38].[C:37]([OH:40])(=[O:39])[CH3:38].[C:37]([OH:40])(=[O:39])[CH3:38].[F:1][C:2]([F:35])([F:36])[C:3]([OH:34])([CH2:8][CH2:9][CH2:10][C@H:11]([C@@H:13]1[C@:31]2([CH3:32])[C@H:16]([C@H:17]3[C@H:28]([CH2:29][CH2:30]2)[C@:26]2([CH3:27])[C:20]([CH2:21][C@H:22]([CH2:24][C@@H:25]2[OH:33])[OH:23])=[CH:19][CH2:18]3)[CH2:15][CH2:14]1)[CH3:12])[C:4]([F:5])([F:7])[F:6] |f:4.5.6.7|. Procedure: A solution of 216 mg of the triol (5) and catalytic amounts (ca 20 mg) of 4-dimethylaminopyridine in acetic anhydride (1.5 ml) and pyridine (3 ml) was stirred for 20 hr at room temperature. After the reaction mixture was concentrated in vacuo, the residue was chromatographed on silica gel (n-hexane-AcOEt, 10:1) to give 263 mg (98%) of the triacetate (6), which was dried at 70° C. (5 mm Hg) for 20 hr. 6: glass; MS m/e 592(M+ -AcOH), 532(M+ -2AcOH), 517, 413, 253; NMR(CDCl3)δ0.66(s, 18-H3, 0.94(d,... The product is C(C)(=O)O.C(C)(=O)O.C(C)(=O)O.FC(C(C(F)(F)F)(CCC[C@@H](C)[C@H]1CC[C@H]2[C@@H]3CC=C4C[C@@H](O)C[C@@H]([C@]4(C)[C@H]3CC[C@]12C)O)O)(F)F (26,26,26,27,27,27-Hexafluoro-1α,25-dihydroxycholesterol triacetate). Yield: 98.0%. Procedure details: A modification of the general method of Part C of Example 3 was used. Chloroform (10 mL) was added to the solution of 8-benzyloxy-2-ethyl-1-methyl-5-oxido-1H-imidazo[4,5-c]quinoline (1.30 g, 3.90 mmol) in dichloromethane (35 mL) to improve the solubility. After the addition of trichloroacetyl isocyanate (0.633 mL, 5.31 mmol), the reaction was stirred for 3.5 hours. In the second step, chloroform (10 mL) was also added to the suspension in methanol (30 mL). After the reaction with sodium methoxid... RXN SMILES: C(Cl)(Cl)Cl.[CH2:5]([O:12][C:13]1[CH:22]=[CH:21][C:20]2[N+:19]([O-])=[CH:18][C:17]3[N:24]=[C:25]([CH2:28][CH3:29])[N:26]([CH3:27])[C:16]=3[C:15]=2[CH:14]=1)[C:6]1[CH:11]=[CH:10][CH:9]=[CH:8][CH:7]=1.ClC(Cl)(Cl)C([N:34]=C=O)=O.C[O-].[Na+]>ClCCl.CO>[CH2:5]([O:12][C:13]1[CH:22]=[CH:21][C:20]2[N:19]=[C:18]([NH2:34])[C:17]3[N:24]=[C:25]([CH2:28][CH3:29])[N:26]([CH3:27])[C:16]=3[C:15]=2[CH:14]=1)[C:6]1[CH:11]=[CH:10][CH:9]=[CH:8][CH:7]=1 |f:3.4|. Product: C(C1=CC=CC=C1)OC1=CC=2C3=C(C(=NC2C=C1)N)N=C(N3C)CC (8-benzyloxy-2-ethyl-1-methyl-1H-imidazo[4,5-c]quinolin-4-amine). Reaction conditions: time 3.5 hour. Reactants: C(Cl)(Cl)Cl (chloroform), C[O-].[Na+] (sodium methoxide), C(Cl)(Cl)Cl (Chloroform), C(C1=CC=CC=C1)OC1=CC=2C3=C(C=[N+](C2C=C1)[O-])N=C(N3C)CC (8-benzyloxy-2-ethyl-1-methyl-5-oxido-1H-imidazo[4,5-c]quinoline), ClC(C(=O)N=C=O)(Cl)Cl (trichloroacetyl isocyanate). Run in CO (methanol), ClCCl (dichloromethane). Isolated yield 73.3%. Starting materials: C1(=CC=CC=C1)P(C1=CC=CC=C1)C1=CC=CC=C1 (triphenylphosphine), ClC1=CC=C(C=C1)I (p-chloroiodobenzene). The reagents and catalysts are C(C)(=O)[O-].[Pd+2].C(C)(=O)[O-] (palladium acetate). Run in C=1(C(=CC=CC1)C)C (xylene). Run at temperature 150 celsius, time 9.5 hour. The product is [I-].ClC1=CC=C(C=C1)[P+](C1=CC=CC=C1)(C1=CC=CC=C1)C1=CC=CC=C1 (p-chlorophenyltriphenylphosphonium iodide). Yield: 96.0%. As a reaction SMILES: [C:1]1([P:7]([C:14]2[CH:19]=[CH:18][CH:17]=[CH:16][CH:15]=2)[C:8]2[CH:13]=[CH:12][CH:11]=[CH:10][CH:9]=2)[CH:6]=[CH:5][CH:4]=[CH:3][CH:2]=1.[Cl:20][C:21]1[CH:26]=[CH:25][C:24]([I:27])=[CH:23][CH:22]=1>C1(C)C(C)=CC=CC=1.C([O-])(=O)C.[Pd+2].C([O-])(=O)C>[I-:27].[Cl:20][C:21]1[CH:26]=[CH:25][C:24]([P+:7]([C:8]2[CH:9]=[CH:10][CH:11]=[CH:12][CH:13]=2)([C:14]2[CH:19]=[CH:18][CH:17]=[CH:16][CH:15]=2)[C:1]2[CH:2]=[CH:3][CH:4]=[CH:5][CH:6]=2)=[CH:23][CH:22]=1 |f:3.4.5,6.7|. Procedure: In 100 mL-volume egg-plant type flask, 3.30 g (11.4 mmol) of triphenylphosphine and 3.00 g (12.6 mmol) of p-chloroiodobenzene were dissolved in 40 mL of xylene. To the solution was added 30.0 mg (0.134 mmol) of palladium acetate, and the resulting mixture was stirred at 150° C. for 9.5 hours. After the reaction was complete, the reaction mixture was cooled to room temperature, and the precipitate was collected on a filter by suction. The collected precipitate was washed with xylene and dried und... The reactants are NC1=CC=C(C=C1)C1=NN(C=C1C1=C2C(=NC=C1)NC(=C2)C2=CC(=CC=C2)CN(C)C)CC (4-[3-(4-aminophenyl)-1-ethyl-1H-pyrazol-4-yl]-2-[3-(dimethylaminomethyl)phenyl]-1H-pyrrolo[2,3-b]pyridine), p-nitrophenylchloroformate, O1CCCC1 (tetrahydrofuran), CNC (dimethylamine), O1CCCC1 (tetrahydrofuran). Run at time 1 hour. The product is CN(C)CC=1C=C(C=CC1)C1=CC=2C(=NC=CC2C=2C(=NN(C2)CC)C2=CC=C(C=C2)NC(N(C)C)=O)N1 (N′-{4-[4-(2-{3-[(dimethylamino)methyl]phenyl}-1H-pyrrolo[2,3-b]pyridin-4-yl)-1-ethyl-1H-pyrazol-3-yl]phenyl}-N,N-dimethylurea). Yield: 46.0%. RXN SMILES: [NH2:1][C:2]1[CH:7]=[CH:6][C:5]([C:8]2[C:12]([C:13]3[CH:18]=[CH:17][N:16]=[C:15]4[NH:19][C:20]([C:22]5[CH:27]=[CH:26][CH:25]=[C:24]([CH2:28][N:29]([CH3:31])[CH3:30])[CH:23]=5)=[CH:21][C:14]=34)=[CH:11][N:10]([CH2:32][CH3:33])[N:9]=2)=[CH:4][CH:3]=1.[CH3:34][NH:35][CH3:36].[O:37]1[CH2:41]CCC1>>[CH3:31][N:29]([CH2:28][C:24]1[CH:23]=[C:22]([C:20]2[NH:19][C:15]3=[N:16][CH:17]=[CH:18][C:13]([C:12]4[C:8]([C:5]5[CH:4]=[CH:3][C:2]([NH:1][C:41](=[O:37])[N:35]([CH3:36])[CH3:34])=[CH:7][CH:6]=5)=[N:9][N:10]([CH2:32][CH3:33])[CH:11]=4)=[C:14]3[CH:21]=2)[CH:27]=[CH:26][CH:25]=1)[CH3:30]. Reported procedure: To a stirred solution of 4-[3-(4-aminophenyl)-1-ethyl-1H-pyrazol-4-yl]-2-[3-(dimethylaminomethyl)phenyl]-1H-pyrrolo[2,3-b]pyridine (1.0 mmol) in tetrahydrofuran (15 mL) was added p-nitrophenylchloroformate (1.1 mmol). After stirring for 1 h at room temperature a solution of 2.0 M dimethylamine in tetrahydrofuran (14 mmol) was added. The reaction was stirred an additional 1 h at room temperature then concentrated under vacuum. The residue which remained was triturated with aqueous sodium hydroxid... The reactants are BrC(Br)(Br)Br, [Na+], O=C([O-])O, CN(C)C=O, O=c1ccn(CCC(CO)COC(c2ccccc2)(c2ccccc2)c2ccccc2)c(=O)[nH]1, c1ccc(P(c2ccccc2)c2ccccc2)cc1. Product: O=c1ccn(CCC(CBr)COC(c2ccccc2)(c2ccccc2)c2ccccc2)c(=O)[nH]1. RXN SMILES: [Br:54][C:55]([Br:56])([Br:57])[Br:58].[Na+:63].[O-:59][C:60]([OH:61])=[O:62].[O:64]=[CH:65][N:66]([CH3:67])[CH3:68].[OH:1][CH2:2][CH:3]([CH2:4][CH2:5][n:6]1[c:7](=[O:13])[nH:8][c:9](=[O:12])[cH:10][cH:11]1)[CH2:14][O:15][C:16]([c:17]1[cH:18][cH:19][cH:20][cH:21][cH:22]1)([c:23]1[cH:24][cH:25][cH:26][cH:27][cH:28]1)[c:29]1[cH:30][cH:31][cH:32][cH:33][cH:34]1.[c:35]1([P:36]([c:37]2[cH:38][cH:39][cH:40][cH:41][cH:42]2)[c:43]2[cH:44][cH:45][cH:46][cH:47][cH:48]2)[cH:49][cH:50][cH:51][cH:52][cH:53]1>>[CH2:2]([CH:3]([CH2:4][CH2:5][n:6]1[c:7](=[O:13])[nH:8][c:9](=[O:12])[cH:10][cH:11]1)[CH2:14][O:15][C:16]([c:17]1[cH:18][cH:19][cH:20][cH:21][cH:22]1)([c:23]1[cH:24][cH:25][cH:26][cH:27][cH:28]1)[c:29]1[cH:30][cH:31][cH:32][cH:33][cH:34]1)[Br:54].